From a dataset of the Open Reaction Database (ORD), a public repository of structured organic reaction records. describe an organic reaction: reactants, conditions, products, and yield The reactants are ClC1=NC2=C(C(=CC=C2C(=C1)Cl)OC)C (2,4-Dichloro-8-methyl-7-methoxyquinoline), ClC1=NC2=C(C(=CC=C2C(=C1)OCC1=CC=C(C=C1)OC)OC)Cl (2,8-dichloro-7-methoxy-4-(4-methoxy-benzyloxy)-quinoline). The product is ClC1=NC2=C(C(=CC=C2C(=C1)OCC1=CC=C(C=C1)OC)OC)C (2-Chloro-8-methyl-7-methoxy-4-(4-methoxy-benzyloxy)-quinoline). Isolated yield 50.0%. As a reaction SMILES: [Cl:1][C:2]1[CH:11]=[C:10](Cl)[C:9]2[C:4](=[C:5]([CH3:15])[C:6]([O:13][CH3:14])=[CH:7][CH:8]=2)[N:3]=1.ClC1C=C([O:27][CH2:28][C:29]2[CH:34]=[CH:33][C:32]([O:35][CH3:36])=[CH:31][CH:30]=2)C2C(=C(Cl)C(OC)=CC=2)N=1>>[Cl:1][C:2]1[CH:11]=[C:10]([O:27][CH2:28][C:29]2[CH:34]=[CH:33][C:32]([O:35][CH3:36])=[CH:31][CH:30]=2)[C:9]2[C:4](=[C:5]([CH3:15])[C:6]([O:13][CH3:14])=[CH:7][CH:8]=2)[N:3]=1. Procedure: 2-Chloro-8-methyl-7-methoxy-4-(4-methoxy-benzyloxy)-quinoline 221b was synthesized from compound 220b as a white powder in 50% yield, following the procedure as described for compound 221d. 1H NMR (CDCl3, 376 MHz) δ (ppm) 2.60 (s, 3H), 3.85 (s, 3H), 3.97 (s, 3H), 5.18 (s, 2H), 6.69 (s, 1H), 6.97 (d, J=8.57 Hz, 1H), 7.19 (d, J=8.57 Hz, 1H), 7.42 (d, J=8.57 Hz, 1H), 8.02 (d, J=8.57 Hz, 1H). The reactants are C1(CC1)C1=C(C(=NN1C1=CC(=CC=C1)C(F)(F)F)C)C(=O)N1CCC(CC1)=O (1-[5-Cyclopropyl-3-methyl-1-(3-trifluoromethyl-phenyl)-1H-pyrazole-4-carbonyl]-piperidin-4-one), Cl.C[C@H]1NCC[C@@H]1O ((2R,3S)-2-methyl-pyrrolidin-3-ol hydrochloride). The product is C1(CC1)C1=C(C(=NN1C1=CC(=CC=C1)C(F)(F)F)C)C(=O)N1CCC(CC1)N1[C@@H]([C@H](CC1)O)C ([5-Cyclopropyl-3-methyl-1-(3-trifluoromethyl-phenyl)-1H-pyrazol-4-yl]-[4-((2R,3S)-3-hydroxy-2-methyl-pyrrolidin-1-yl)-piperidin-1-yl]-methanone). As a reaction SMILES: [CH:1]1([C:4]2[N:8]([C:9]3[CH:14]=[CH:13][CH:12]=[C:11]([C:15]([F:18])([F:17])[F:16])[CH:10]=3)[N:7]=[C:6]([CH3:19])[C:5]=2[C:20]([N:22]2[CH2:27][CH2:26][C:25](=O)[CH2:24][CH2:23]2)=[O:21])[CH2:3][CH2:2]1.Cl.[CH3:30][C@@H:31]1[C@@H:35]([OH:36])[CH2:34][CH2:33][NH:32]1>>[CH:1]1([C:4]2[N:8]([C:9]3[CH:14]=[CH:13][CH:12]=[C:11]([C:15]([F:17])([F:16])[F:18])[CH:10]=3)[N:7]=[C:6]([CH3:19])[C:5]=2[C:20]([N:22]2[CH2:23][CH2:24][CH:25]([N:32]3[CH2:33][CH2:34][C@H:35]([OH:36])[C@H:31]3[CH3:30])[CH2:26][CH2:27]2)=[O:21])[CH2:3][CH2:2]1 |f:1.2|. Procedure: The title compound was prepared from 1-[5-Cyclopropyl-3-methyl-1-(3-trifluoromethyl-phenyl)-1H-pyrazole-4-carbonyl]-piperidin-4-one (Example 181B) and (2R,3S)-2-methyl-pyrrolidin-3-ol hydrochloride (example 187A) in direct analogy to the general procedure used in example 129. MS: 477.2 (MH+). Starting materials: CO, CCN(C(C)C)C(C)C, ClCCl, Cc1cc2c(cc1-c1cnc(N)cn1)OC(F)(F)O2, O=C(Cl)c1c(F)cccc1F, [Na+], C1CCOC1, [OH-]. The product is Cc1cc2c(cc1-c1cnc(NC(=O)c3c(F)cccc3F)cn1)OC(F)(F)O2. RXN SMILES: [CH3:48][OH:49].[CH:31]([N:32]([CH2:33][CH3:34])[CH:35]([CH3:36])[CH3:37])([CH3:38])[CH3:39].[Cl:40][CH2:41][Cl:42].[F:12][C:13]1([F:30])[O:14][c:15]2[c:16]([cH:18][c:19]([CH3:29])[c:20](-[c:22]3[n:23][cH:24][c:25]([NH2:28])[n:26][cH:27]3)[cH:21]2)[O:17]1.[F:1][c:2]1[c:3]([C:4](=[O:5])[Cl:6])[c:7]([F:11])[cH:8][cH:9][cH:10]1.[Na+:51].[O:43]1[CH2:44][CH2:45][CH2:46][CH2:47]1.[OH-:50]>>[F:1][c:2]1[c:3]([C:4](=[O:5])[NH:28][c:25]2[cH:24][n:23][c:22](-[c:20]3[c:19]([CH3:29])[cH:18][c:16]4[c:15]([cH:21]3)[O:14][C:13]([F:12])([F:30])[O:17]4)[cH:27][n:26]2)[c:7]([F:11])[cH:8][cH:9][cH:10]1. Starting materials: ClC=1C(=C(C=2N(N1)C(=NN2)C(F)(F)F)C2=CC=C(C=C2)Cl)C2=CC=C(C=C2)Cl (6-chloro-7,8-bis(4-chlorophenyl)-3-(trifluoromethyl)-[1,2,4]triazolo[4,3-b]pyridazine), [Si](C)(C)(C)O[K] (TMSOK). The product is ClC1=CC=C(C=C1)C1=C(C=2N(NC1=O)C(=NN2)C(F)(F)F)C2=CC=C(C=C2)Cl (7,8-bis(4-chlorophenyl)-3-(trifluoromethyl)-[1,2,4]triazolo[4,3-b]pyridazin-6(5H)-one). Reaction SMILES: Cl[C:2]1[C:3]([C:22]2[CH:27]=[CH:26][C:25]([Cl:28])=[CH:24][CH:23]=2)=[C:4]([C:15]2[CH:20]=[CH:19][C:18]([Cl:21])=[CH:17][CH:16]=2)[C:5]2[N:6]([C:8]([C:11]([F:14])([F:13])[F:12])=[N:9][N:10]=2)[N:7]=1.[Si]([O:33][K])(C)(C)C>>[Cl:28][C:25]1[CH:26]=[CH:27][C:22]([C:3]2[C:2](=[O:33])[NH:7][N:6]3[C:8]([C:11]([F:13])([F:12])[F:14])=[N:9][N:10]=[C:5]3[C:4]=2[C:15]2[CH:16]=[CH:17][C:18]([Cl:21])=[CH:19][CH:20]=2)=[CH:23][CH:24]=1. Procedure: The title compound was synthesized by reacting 6-chloro-7,8-bis(4-chlorophenyl)-3-(trifluoromethyl)-[1,2,4]triazolo[4,3-b]pyridazine with TMSOK using the procedures described above. 1HNMR (DMSO, 400 Hz): 7.48 (2H, d), 7.38-7.7.42 (4H, m), 7.25 (2H, d). 13CNMR (DMSO, 400 Hz) 160.88, 145.91, 137.00, 135.11, 133.90, 132.94, 132.10, 131.07, 129.98, 128.00 127.13, 118.30(q). Starting materials: CCCCCCCCBr, CCCCCCCCC1CCc2c(cc(F)c(F)c2-c2ccc(O)cc2)C1(F)F. Product: CCCCCCCCOc1ccc(-c2c(F)c(F)cc3c2CCC(CCCCCCCC)C3(F)F)cc1. RXN SMILES: [CH2:30]([CH2:31][CH2:32][CH2:33][CH2:34][CH2:35][CH2:36][CH3:37])[Br:38].[F:1][c:2]1[c:3](-[c:23]2[cH:24][cH:25][c:26]([OH:29])[cH:27][cH:28]2)[c:4]2[c:9]([cH:10][c:11]1[F:12])[C:8]([F:13])([F:14])[CH:7]([CH2:15][CH2:16][CH2:17][CH2:18][CH2:19][CH2:20][CH2:21][CH3:22])[CH2:6][CH2:5]2>>[F:1][c:2]1[c:3](-[c:23]2[cH:24][cH:25][c:26]([O:29][CH2:30][CH2:31][CH2:32][CH2:33][CH2:34][CH2:35][CH2:36][CH3:37])[cH:27][cH:28]2)[c:4]2[c:9]([cH:10][c:11]1[F:12])[C:8]([F:13])([F:14])[CH:7]([CH2:15][CH2:16][CH2:17][CH2:18][CH2:19][CH2:20][CH2:21][CH3:22])[CH2:6][CH2:5]2.